This data is from the Open Reaction Database (ORD), a public repository of structured organic reaction records. The task is: describe an organic reaction: reactants, conditions, products, and yield Reactants: BrC=1C=NC=CC1 (3-bromopyridine), C(C)(=O)[O-].[K+] (potassium acetate), BrC=1C=NC=CC1 (3-bromopyridine), C(C1=CC=CC=C1)N1N=C(C2=CC=CC=C12)CC1(C(NC2=C(N(C1=O)CC(=O)N(C1=CC=C(C=C1)OC)C(C)C)C=CC=C2)=O)OC (2-[3-(1-Benzyl-1H-indazol-3-ylmethyl)-3-methoxy-2,4-dioxo-2,3,4,5-tetrahydro-benzo[b][1,4]diazepin-1-yl]-N-isopropyl-N-(4-methoxy-phenyl)-acetamide). The solvent is CN(C)C=O (DMF). Conditions: temperature 120 celsius. Product: C(C1=CC=CC=C1)N1N=C(C2=CC=CC=C12)CC1(C(N(C2=C(N(C1=O)CC(=O)N(C1=CC=C(C=C1)OC)C(C)C)C=CC=C2)C=2C=NC=CC2)=O)OC (2-[3-(1-Benzyl-1H-indazol-3-ylmethyl)-3-methoxy-2,4-dioxo-5-pyridin-3-yl-2,3,4,5-tetrahydro-benzo[b][1,4]diazepin-1-yl]-N-isopropyl-N-(4-methoxy-phenyl)-acetamide). Isolated yield 70.5%. RXN SMILES: [CH2:1]([N:8]1[C:16]2[C:11](=[CH:12][CH:13]=[CH:14][CH:15]=2)[C:10]([CH2:17][C:18]2([O:46][CH3:47])[C:24](=[O:25])[N:23]([CH2:26][C:27]([N:29]([CH:38]([CH3:40])[CH3:39])[C:30]3[CH:35]=[CH:34][C:33]([O:36][CH3:37])=[CH:32][CH:31]=3)=[O:28])[C:22]3[CH:41]=[CH:42][CH:43]=[CH:44][C:21]=3[NH:20][C:19]2=[O:45])=[N:9]1)[C:2]1[CH:7]=[CH:6][CH:5]=[CH:4][CH:3]=1.C([O-])(=O)C.[K+].Br[C:54]1[CH:55]=[N:56][CH:57]=[CH:58][CH:59]=1>CN(C=O)C>[CH2:1]([N:8]1[C:16]2[C:11](=[CH:12][CH:13]=[CH:14][CH:15]=2)[C:10]([CH2:17][C:18]2([O:46][CH3:47])[C:24](=[O:25])[N:23]([CH2:26][C:27]([N:29]([CH:38]([CH3:40])[CH3:39])[C:30]3[CH:31]=[CH:32][C:33]([O:36][CH3:37])=[CH:34][CH:35]=3)=[O:28])[C:22]3[CH:41]=[CH:42][CH:43]=[CH:44][C:21]=3[N:20]([C:54]3[CH:55]=[N:56][CH:57]=[CH:58][CH:59]=3)[C:19]2=[O:45])=[N:9]1)[C:2]1[CH:7]=[CH:6][CH:5]=[CH:4][CH:3]=1 |f:1.2|. Reported procedure: To a stirring suspension of 570 mg (0.90 mmol) of 2-[3-(1-Benzyl-1H-indazol-3-ylmethyl)-3-methoxy-2,4-dioxo-2,3,4,5-tetrahydro-benzo[b][1,4]diazepin-1-yl]-N-isopropyl-N-(4-methoxy-phenyl)-acetamide, prepared as in Part A, and 172 mg (2.71 mmol, 3.0 equiv) of Cu0 powder in 10 mL of DMF is added 117 mg (1.80 mmol, 2.0 equiv of potassium acetate, followed by 285 mg (1.80 mmol, 2.0 equiv) of 3-bromopyridine). The resulting mixture is heated to 120° C. for 4 h, then an additional 285 mg of 3-bromopyr... Starting materials: O (Water), C=O (Formaldehyde), C(=O)O (formic acid), CC[C@@H]1[C@@]([C@@H]([C@H](NC[C@@H](C[C@@]([C@@H]([C@H]([C@@H]([C@H](C(=O)O1)C)O[C@H]2C[C@@]([C@H]([C@@H](O2)C)O)(C)OC)C)O[C@H]3[C@@H]([C@H](C[C@H](O3)C)N(C)C)O)(C)O)C)C)O)(C)O (desmethyl-azithromycin). Solvent: CC(=O)C (acetone). Conditions: temperature 58 celsius, time 1 hour. Product: CC[C@@H]1[C@@]([C@@H]([C@H](N(C[C@@H](C[C@@]([C@@H]([C@H]([C@@H]([C@H](C(=O)O1)C)O[C@H]2C[C@@]([C@H]([C@@H](O2)C)O)(C)OC)C)O[C@H]3[C@@H]([C@H](C[C@H](O3)C)N(C)C)O)(C)O)C)C)C)O)(C)O (Azithromycin). RXN SMILES: [CH3:1][CH2:2][C@H:3]1[O:18][C:16](=[O:17])[C@H:15]([CH3:19])[C@@H:14]([O:20][C@@H:21]2[O:26][C@@H:25]([CH3:27])[C@H:24]([OH:28])[C@@:23]([O:30][CH3:31])([CH3:29])[CH2:22]2)[C@H:13]([CH3:32])[C@@H:12]([O:33][C@@H:34]2[O:39][C@H:38]([CH3:40])[CH2:37][C@H:36]([N:41]([CH3:43])[CH3:42])[C@H:35]2[OH:44])[C@@:11]([OH:46])([CH3:45])[CH2:10][C@@H:9]([CH3:47])[CH2:8][NH:7][C@H:6]([CH3:48])[C@@H:5]([OH:49])[C@@:4]1([OH:51])[CH3:50].C=O.[CH:54](O)=O.O>CC(C)=O>[CH3:1][CH2:2][C@H:3]1[O:18][C:16](=[O:17])[C@H:15]([CH3:19])[C@@H:14]([O:20][C@@H:21]2[O:26][C@@H:25]([CH3:27])[C@H:24]([OH:28])[C@@:23]([O:30][CH3:31])([CH3:29])[CH2:22]2)[C@H:13]([CH3:32])[C@@H:12]([O:33][C@@H:34]2[O:39][C@H:38]([CH3:40])[CH2:37][C@H:36]([N:41]([CH3:43])[CH3:42])[C@H:35]2[OH:44])[C@@:11]([OH:46])([CH3:45])[CH2:10][C@@H:9]([CH3:47])[CH2:8][N:7]([CH3:54])[C@H:6]([CH3:48])[C@@H:5]([OH:49])[C@@:4]1([OH:51])[CH3:50]. Reported procedure: By the methods of the present invention, desmethyl-azithromycin is dissolved in acetone. Formaldehyde and formic acid are added to the solution and the clear solution is heated to reflux (˜58° C.). The mixture is maintained under reflux for about 3 hours then cooled to less than about 40° C. Water is added and the acetone is separated from the reaction mixture by distillation under low vacuum (˜300 mbar). The distillation is stopped when the temperature of the liquid phase reaches ˜40° C./300 mb... Starting materials: [Al+3], O=C(Cl)CCC1CCCC1, [Cl-], [Cl-], [Cl-], Clc1ccccc1, ClCCCl, O. The product is O=C(CCC1CCCC1)c1ccc(Cl)cc1. Reaction SMILES: [Al+3:2].[CH:5]1([CH2:10][CH2:11][C:12](=[O:13])[Cl:14])[CH2:6][CH2:7][CH2:8][CH2:9]1.[Cl-:1].[Cl-:3].[Cl-:4].[Cl:15][c:16]1[cH:17][cH:18][cH:19][cH:20][cH:21]1.[Cl:23][CH2:24][CH2:25][Cl:26].[OH2:22]>>[CH:5]1([CH2:10][CH2:11][C:12](=[O:13])[c:19]2[cH:18][cH:17][c:16]([Cl:15])[cH:21][cH:20]2)[CH2:6][CH2:7][CH2:8][CH2:9]1.